Dataset: the Open Reaction Database (ORD), a public repository of structured organic reaction records. Task: describe an organic reaction: reactants, conditions, products, and yield RXN SMILES: C([NH:4][CH2:5][CH:6]([C:19]1[CH:24]=[CH:23][C:22]([N:25]([CH3:27])[CH3:26])=[CH:21][CH:20]=1)[CH:7]([C:13]1[CH:18]=[CH:17][CH:16]=[CH:15][CH:14]=1)[CH2:8][NH:9]C(=O)C)(=O)C.[OH-].[Na+]>>[NH2:4][CH2:5][CH:6]([C:19]1[CH:20]=[CH:21][C:22]([N:25]([CH3:27])[CH3:26])=[CH:23][CH:24]=1)[CH:7]([C:13]1[CH:18]=[CH:17][CH:16]=[CH:15][CH:14]=1)[CH2:8][NH2:9] |f:1.2|. Reported procedure: 19.1 g of N,N'-diacetyl-1,4-diamino-2-(p-dimethylaminophenyl)-3-phenyl-butane in 80 ml of 15% strength aqueous sodium hydroxide solution are heated to 200° C. in an autoclave for 16 hours. The reaction solution is then concentrated in a rotary evaporator and extracted with chloroform. After removing the chloroform in vacuo, 8.5 g of crystalline crude amine are obtained and this is recrystallised from 35 ml of isopropanol. Yield: 3.8 g of product having a melting point of 145°-146° C. A further 2... Reactants: C(C)(=O)NCC(C(CNC(C)=O)C1=CC=CC=C1)C1=CC=C(C=C1)N(C)C (N,N'-diacetyl-1,4-diamino-2-(p-dimethylaminophenyl)-3-phenyl-butane), [OH-].[Na+] (sodium hydroxide). The product is NCC(C(CN)C1=CC=CC=C1)C1=CC=C(C=C1)N(C)C (1,4-Diamino-2-(p-dimethylamino-phenyl)-3-phenyl-butane).